Dataset: the Open Reaction Database (ORD), a public repository of structured organic reaction records. Task: describe an organic reaction: reactants, conditions, products, and yield Reactants: O=C1NC(=O)c2c(OCc3csc(NC(c4ccccc4)(c4ccccc4)c4ccccc4)n3)cccc21, ClCCl, NN, O. Yields the product NOCc1csc(NC(c2ccccc2)(c2ccccc2)c2ccccc2)n1. RXN SMILES: [C:1]([c:2]1[cH:3][cH:4][cH:5][cH:6][cH:7]1)([c:8]1[cH:9][cH:10][cH:11][cH:12][cH:13]1)([c:14]1[cH:15][cH:16][cH:17][cH:18][cH:19]1)[NH:20][c:21]1[s:22][cH:23][c:24]([CH2:26][O:27][c:28]2[cH:29][cH:30][cH:31][c:32]3[c:37]2[C:35](=[O:36])[NH:34][C:33]3=[O:38])[n:25]1.[Cl:42][CH2:43][Cl:44].[NH2:40][NH2:41].[OH2:39]>>[C:1]([c:2]1[cH:3][cH:4][cH:5][cH:6][cH:7]1)([c:8]1[cH:9][cH:10][cH:11][cH:12][cH:13]1)([c:14]1[cH:15][cH:16][cH:17][cH:18][cH:19]1)[NH:20][c:21]1[s:22][cH:23][c:24]([CH2:26][O:27][NH2:40])[n:25]1. Reactants: BrC1=CC(=C(N)C(=C1)F)F (4-bromo-2,6-difluoroaniline), [Cu]C#N (copper (I) cyanide), CN1C(CCC1)=O (N-methylpyrrolidone), Cl (hydrochloric acid). The reagents and catalysts are [Fe](Cl)(Cl)Cl (iron (III) chloride). Run in O (water). Product: C(#N)C1=CC(=C(N)C(=C1)F)F (4-cyano-2,6-difluoroaniline). Yield: 57.3%. Reaction SMILES: Br[C:2]1[CH:8]=[C:7]([F:9])[C:5]([NH2:6])=[C:4]([F:10])[CH:3]=1.[Cu][C:12]#[N:13].CN1CCCC1=O.Cl>[Fe](Cl)(Cl)Cl.O>[C:12]([C:2]1[CH:8]=[C:7]([F:9])[C:5]([NH2:6])=[C:4]([F:10])[CH:3]=1)#[N:13]. Procedure: 132 g of 4-bromo-2,6-difluoroaniline, 70 g of copper (I) cyanide and 444 ml of N-methylpyrrolidone were mixed in a flask and refluxed for 3 hours. The reaction solution was poured into a solution including 266 g of iron (III) chloride, 85 ml of concentrated hydrochloric acid and 315 ml of water. The solution was extracted with chloroform and washed with water and an aqueous 10% solution of potassium hydroxide. The chloroform was distilled off. The residue was distillated under a reduced pressure... Reactants: B, C1CCOC1, [Cl-], Nc1cccc(C(=O)O)c1, [NH4+]. Product: Nc1cccc(CO)c1. RXN SMILES: [BH3:11].[CH2:14]1[O:15][CH2:16][CH2:17][CH2:18]1.[Cl-:12].[NH2:1][c:2]1[cH:3][c:4]([C:5](=[O:6])[OH:7])[cH:8][cH:9][cH:10]1.[NH4+:13]>>[NH2:1][c:2]1[cH:3][c:4]([CH2:5][OH:6])[cH:8][cH:9][cH:10]1. The reactants are COC1=C(C=O)C=CC=C1 (2-methoxybenzaldehyde), S(=O)(=O)(C1=CC=C(C)C=C1)C[N+]#[C-] (tosylmethylisocyanide), C([O-])([O-])=O.[K+].[K+] (potassium carbonate). Solvent: CO (methanol). Product: COC1=C(C=CC=C1)C1=CN=CO1 (5-(2-methoxyphenyl)oxazole). Yield: 70.4%. RXN SMILES: [CH3:1][O:2][C:3]1[CH:10]=[CH:9][CH:8]=[CH:7][C:4]=1[CH:5]=[O:6].S([CH2:21][N+:22]#[C-:23])(C1C=CC(C)=CC=1)(=O)=O.C(=O)([O-])[O-].[K+].[K+]>CO>[CH3:1][O:2][C:3]1[CH:10]=[CH:9][CH:8]=[CH:7][C:4]=1[C:5]1[O:6][CH:23]=[N:22][CH:21]=1 |f:2.3.4|. Procedure details: A mixture of 2-methoxybenzaldehyde (10.0 g, 73.4 mmol), tosylmethylisocyanide (14.34 g, 73.4 mmol) and potassium carbonate (10.14 g, 73.4 mmol) in 220 ml methanol is heated at reflux for 6 hours. The solvent is removed under reduced pressure and the residue poured into ice-water (800 ml). The precipitate is collected by filtration, washed with water, and dried in vacuo to give 9.05 g of 5-(2-methoxyphenyl)oxazole (70%). Boron tribromide (1M in dichloromethane, 36 ml) is added slowly to a cold so... The reactants are C[N+]1(CCOCC1)[O-] (4-methylmorpholine N-oxide), C(C)OC1=C(C=C(C=C1C(C)C)C(C)C)C1=CN=C2N1C=C(C=C2)CO ([3-(2-ethoxy-3,5-diisopropyl-phenyl)-imidazo[1,2-a]pyridin-6-yl]-methanol). The reagents and catalysts are [Ru](=O)(=O)(=O)[O-].C(CC)[N+](CCC)(CCC)CCC (Tetrapropylammonium perruthenate). Solvent: ClCCl (dichloromethane). Reaction conditions: time 3 hour. The product is C(C)OC1=C(C=C(C=C1C(C)C)C(C)C)C1=CN=C2N1C=C(C=C2)C=O (3-(2-Ethoxy-3,5-diisopropyl-phenyl)-imidazo[1,2-a]pyridine-6-carbaldehyde). RXN SMILES: C[N+]1([O-])CCOCC1.[CH2:9]([O:11][C:12]1[C:17]([CH:18]([CH3:20])[CH3:19])=[CH:16][C:15]([CH:21]([CH3:23])[CH3:22])=[CH:14][C:13]=1[C:24]1[N:28]2[CH:29]=[C:30]([CH2:33][OH:34])[CH:31]=[CH:32][C:27]2=[N:26][CH:25]=1)[CH3:10]>ClCCl.[Ru]([O-])(=O)(=O)=O.C([N+](CCC)(CCC)CCC)CC>[CH2:9]([O:11][C:12]1[C:17]([CH:18]([CH3:19])[CH3:20])=[CH:16][C:15]([CH:21]([CH3:23])[CH3:22])=[CH:14][C:13]=1[C:24]1[N:28]2[CH:29]=[C:30]([CH:33]=[O:34])[CH:31]=[CH:32][C:27]2=[N:26][CH:25]=1)[CH3:10] |f:3.4|. Reported procedure: Tetrapropylammonium perruthenate (24 mg, 0.07 mmol) and 4-methylmorpholine N-oxide (239.3 mg, 2.04 mmol) were added to a solution of [3-(2-ethoxy-3,5-diisopropyl-phenyl)-imidazo[1,2-a]pyridin-6-yl]-methanol (480 mg, 1.36 mmol) in dichloromethane under an atmosphere of nitrogen. After 3 h, the reaction was filtered through celite and evaporated. The residue used without further purification. The reactants are Cl.C(C)(=O)OCC (Hydrochloric acid ethyl acetate), CN(CCN1C(=NC2=C1C=CC(=C2)C(=O)NC)CCCCCCCCCCCCCCCCC)C (1-[2-(dimethylamino)ethyl]-2-heptadecyl-N-methyl-1H-benzimidazole-5-carboxamide). The solvent is C(C)(=O)OCC (ethyl acetate), C(C)O (ethanol). Reaction conditions: time 30 minute. Product: Cl.CN(CCN1C(=NC2=C1C=CC(=C2)C(=O)NC)CCCCCCCCCCCCCCCCC)C (1-[2-(Dimethylamino)ethyl]-2-heptadecyl-N-methyl-1H-benzimidazole-5-carboxamide monohydrochloride). RXN SMILES: [ClH:1].C(OCC)(=O)C.[CH3:8][N:9]([CH3:42])[CH2:10][CH2:11][N:12]1[C:16]2[CH:17]=[CH:18][C:19]([C:21]([NH:23][CH3:24])=[O:22])=[CH:20][C:15]=2[N:14]=[C:13]1[CH2:25][CH2:26][CH2:27][CH2:28][CH2:29][CH2:30][CH2:31][CH2:32][CH2:33][CH2:34][CH2:35][CH2:36][CH2:37][CH2:38][CH2:39][CH2:40][CH3:41]>C(OCC)(=O)C.C(O)C>[ClH:1].[CH3:8][N:9]([CH3:42])[CH2:10][CH2:11][N:12]1[C:16]2[CH:17]=[CH:18][C:19]([C:21]([NH:23][CH3:24])=[O:22])=[CH:20][C:15]=2[N:14]=[C:13]1[CH2:25][CH2:26][CH2:27][CH2:28][CH2:29][CH2:30][CH2:31][CH2:32][CH2:33][CH2:34][CH2:35][CH2:36][CH2:37][CH2:38][CH2:39][CH2:40][CH3:41] |f:0.1,5.6|. Reported procedure: 4N Hydrochloric acid/ethyl acetate solution (1.24 ml) was added to a solution containing 1-[2-(dimethylamino)ethyl]-2-heptadecyl-N-methyl-1H-benzimidazole-5-carboxamide (2.207 g) in a mixture of ethyl acetate (22 ml) and ethanol (2 ml). After being stirred for 30 minutes while being cooled with ice, the reaction mixture was concentrated. The residue was recrystallized with the mixed solution of ethyl acetate-ethanol, thereby yielding the entitled compound (1.751 g) as white crystals. Reactants: [N+](=O)([O-])[O-].[Ag+] (AgNO3), material, C(CCCCCCCC)S(=O)[O-].[Na+] (sodium nonylsulfinate), Four, [Ag] (silver), C(CCCCCCCC)S(=O)[O-].[Na+] (sodium nonylsulfinate). The solvent is O (H2O), O (H2O). Product: C(CCCCCCCC)S(=O)[O-].[Ag+] (Silver Nonylsulfinate). Reaction SMILES: [CH2:1]([S:10]([O-:12])=[O:11])[CH2:2][CH2:3][CH2:4][CH2:5][CH2:6][CH2:7][CH2:8][CH3:9].[Na+].[Ag:14].[N+]([O-])([O-])=O.[Ag+]>O>[CH2:1]([S:10]([O-:12])=[O:11])[CH2:2][CH2:3][CH2:4][CH2:5][CH2:6][CH2:7][CH2:8][CH3:9].[Ag+:14] |f:0.1,3.4,6.7|. Procedure: Using the material from Example 3, 3 g of sodium nonylsulfinate was dissolved in 150 ml H2O at room temperature. Four 25 ml portions of a silver solution prepared by adding 3.5 ml 3N AgNO3 to 100 ml H2O were added with stirring to the dissolved sodium nonylsulfinate to give a final pH of 6.6 and a pAg of 6.6 (240 mV). The product was filtered, washed first with water and then with water/methanol, and then dried. Infrared spectra of the silver nonylsulfinate showed strong absorption at 1080, 1060... Reactants: COC(=O)c1ccc(CC(=O)OC(C)(C)C)c(C)c1, ClCCl, O=C(O)C(F)(F)F. Yields the product COC(=O)c1ccc(CC(=O)O)c(C)c1. Reaction SMILES: [CH3:8][O:9][C:10]([c:11]1[cH:12][c:13]([CH3:25])[c:14]([CH2:17][C:18](=[O:19])[O:20][C:21]([CH3:22])([CH3:23])[CH3:24])[cH:15][cH:16]1)=[O:26].[Cl:27][CH2:28][Cl:29].[OH:1][C:2]([C:3]([F:4])([F:5])[F:6])=[O:7]>>[CH3:8][O:9][C:10]([c:11]1[cH:12][c:13]([CH3:25])[c:14]([CH2:17][C:18](=[O:19])[OH:20])[cH:15][cH:16]1)=[O:26]. The reactants are O=C([O-])[O-], CCN=C=NCCCN(C)C, CC#N, CN(C)C=O, CCOC(C)=O, Cl, [K+], [K+], O, O, On1nnc2ccccc21, COC(=O)c1c(-c2cc(OC)c(OC)c(OC)c2)c2cc(OC)c(O)cc2c(=O)n1-c1ccccc1, O=C(O)c1ccc[nH]1. The product is COC(=O)c1c(-c2cc(OC)c(OC)c(OC)c2)c2cc(OC)c(OC(=O)c3ccc[nH]3)cc2c(=O)n1-c1ccccc1. Reaction SMILES: [C:68](=[O:69])([O-:70])[O-:71].[CH3:21][N:22]([CH3:23])[CH2:24][CH2:25][CH2:26][N:27]=[C:28]=[N:29][CH2:30][CH3:31].[CH3:74][C:75]#[N:76].[CH3:77][N:78]([CH3:79])[CH:80]=[O:81].[CH3:82][CH2:83][O:84][C:85](=[O:86])[CH3:87].[ClH:20].[K+:72].[K+:73].[OH2:88].[OH2:9].[OH:10][n:11]1[c:12]2[cH:13][cH:14][cH:15][cH:16][c:17]2[n:18][n:19]1.[OH:32][c:33]1[c:34]([O:66][CH3:67])[cH:35][c:36]2[c:37](-[c:54]3[cH:55][c:56]([O:64][CH3:65])[c:57]([O:62][CH3:63])[c:58]([O:60][CH3:61])[cH:59]3)[c:38]([C:50](=[O:51])[O:52][CH3:53])[n:39](-[c:44]3[cH:45][cH:46][cH:47][cH:48][cH:49]3)[c:40](=[O:43])[c:41]2[cH:42]1.[nH:1]1[c:2]([C:6](=[O:7])[OH:8])[cH:3][cH:4][cH:5]1>>[nH:1]1[c:2]([C:6]([O:7][c:33]2[c:34]([O:66][CH3:67])[cH:35][c:36]3[c:37](-[c:54]4[cH:55][c:56]([O:64][CH3:65])[c:57]([O:62][CH3:63])[c:58]([O:60][CH3:61])[cH:59]4)[c:38]([C:50](=[O:51])[O:52][CH3:53])[n:39](-[c:44]4[cH:45][cH:46][cH:47][cH:48][cH:49]4)[c:40](=[O:43])[c:41]3[cH:42]2)=[O:8])[cH:3][cH:4][cH:5]1. Procedure: To a stirred solution of carbon tetrabromide (24.0 g, 72.4 mmole) in methylene chloride (200 mL) at 5-10 deg C. under argon atmosphere was added triphenylphosphine (37.0 g, 141 mmole) in portions. The reaction mixture was stirred for 5 min and treated with a solution of 2-formyl-5-t-butyloxazole in methylene chloride (60 mL). The reaction mixture was stirred at room temperature for 2 hours, while a white solid precipitated out of the solution. The solid was filtered off, the filtrate concentrate... Conditions: time 5 minute. RXN SMILES: [C:1]([Br:5])(Br)(Br)[Br:2].C1(P(C2C=CC=CC=2)C2C=CC=CC=2)C=CC=CC=1.[CH:25]([C:27]1[O:28][C:29]([C:32]([CH3:35])([CH3:34])[CH3:33])=[CH:30][N:31]=1)=O>C(Cl)Cl>[Br:2][C:1]([Br:5])=[CH:25][C:27]1[O:28][C:29]([C:32]([CH3:35])([CH3:34])[CH3:33])=[CH:30][N:31]=1. Product: BrC(=CC=1OC(=CN1)C(C)(C)C)Br (1,1-dibromo-2-(5-t-butyl-oxazol-2-yl)ethylene). The yield is 39.0%. Reactants: C(Br)(Br)(Br)Br (carbon tetrabromide), C1(=CC=CC=C1)P(C1=CC=CC=C1)C1=CC=CC=C1 (triphenylphosphine), C(=O)C=1OC(=CN1)C(C)(C)C (2-formyl-5-t-butyloxazole). Run in C(Cl)Cl (methylene chloride), C(Cl)Cl (methylene chloride).